This data is from the Open Reaction Database (ORD), a public repository of structured organic reaction records. The task is: describe an organic reaction: reactants, conditions, products, and yield Starting materials: N(=C=O)C1=CC(=CC=C1)C(F)(F)F (1-isocyanato-3-(trifluoromethyl)benzene), CC1=C(C=C(N)C=C1)C=1C=C2C3=C(NC2=CC1)N=CN=C3 (4-methyl-3-(9H-pyrimido[4,5-b]indol-6-yl)aniline), CCN(C(C)C)C(C)C (DIPEA). The solvent is C1CCOC1 (THF), C1CCOC1 (THF), CO (MeOH). Yields the product CC1=C(C=C(C=C1)NC(=O)NC1=CC(=CC=C1)C(F)(F)F)C=1C=C2C3=C(NC2=CC1)N=CN=C3 (N-[4-Methyl-3-(9H-pyrimido[4,5-b]indol-6-yl)phenyl]-N′-[3-(trifluoromethyl)-phenyl]urea). As a reaction SMILES: [N:1]([C:4]1[CH:9]=[CH:8][CH:7]=[C:6]([C:10]([F:13])([F:12])[F:11])[CH:5]=1)=[C:2]=[O:3].[CH3:14][C:15]1[CH:21]=[CH:20][C:18]([NH2:19])=[CH:17][C:16]=1[C:22]1[CH:23]=[C:24]2[C:28](=[CH:29][CH:30]=1)[NH:27][C:26]1[N:31]=[CH:32][N:33]=[CH:34][C:25]2=1.CCN(C(C)C)C(C)C>C1COCC1.CO>[CH3:14][C:15]1[CH:21]=[CH:20][C:18]([NH:19][C:2]([NH:1][C:4]2[CH:9]=[CH:8][CH:7]=[C:6]([C:10]([F:11])([F:12])[F:13])[CH:5]=2)=[O:3])=[CH:17][C:16]=1[C:22]1[CH:23]=[C:24]2[C:28](=[CH:29][CH:30]=1)[NH:27][C:26]1[N:31]=[CH:32][N:33]=[CH:34][C:25]2=1. Procedure: To 1-isocyanato-3-(trifluoromethyl)benzene (9.8 μl, 0.070 mmol) was added a solution of 4-methyl-3-(9H-pyrimido[4,5-b]indol-6-yl)aniline (17.5 mg, 0.064 mmol) and DIPEA (16 μL, 0.089 mmol) in THF (0.4 mL). The reaction was stirred at ambient temperature until LCMS indicated complete reaction, typically 16 hours. The reaction mixture was diluted to a total of 2 mL with THF and MeOH and purified by preparative LCMS to recover the product as a TFA salt (17.1 mg, 46.6%). 1H NMR (300 MHz, DMSO): δ 13... The reactants are O (water), OCC(C=O)(C)C (3-Hydroxy-2,2-dimethylpropanal), [Si](C1=CC=CC=C1)(C1=CC=CC=C1)(C(C)(C)C)Cl (tert-butyl-diphenylsilyl chloride), N1C=NC=C1 (Imidazole). Run in CN(C=O)C (dimethylformamide). Run at time 18 hour. Yields the product [Si](C1=CC=CC=C1)(C1=CC=CC=C1)(C(C)(C)C)OCC(C=O)(C)C (3-tert-Butyldiphenylsilyloxy-2,2-dimethylpropanal). Isolated yield 56.1%. RXN SMILES: [OH:1][CH2:2][C:3]([CH3:7])([CH3:6])[CH:4]=[O:5].[Si:8](Cl)([C:21]([CH3:24])([CH3:23])[CH3:22])([C:15]1[CH:20]=[CH:19][CH:18]=[CH:17][CH:16]=1)[C:9]1[CH:14]=[CH:13][CH:12]=[CH:11][CH:10]=1.N1C=CN=C1.O>CN(C)C=O>[Si:8]([O:5][CH2:4][C:3]([CH3:7])([CH3:6])[CH:2]=[O:1])([C:21]([CH3:24])([CH3:23])[CH3:22])([C:15]1[CH:16]=[CH:17][CH:18]=[CH:19][CH:20]=1)[C:9]1[CH:14]=[CH:13][CH:12]=[CH:11][CH:10]=1. Reported procedure: 3-Hydroxy-2,2-dimethylpropanal (5.1 g, 50 mmol) and tert-butyl-diphenylsilyl chloride (15.10 g, 55 mmol) were dissolved in dimethylformamide (50 ml). Imidazole (3.74 g, 55 mmol) was added in one portion. After stirring for 18 hours the mixture was hydrolyzed with water and extracted several times with ether. The combined organic layers were dried with MgSO4. The filtrate was concentrated under reduced pressure, and the residue was purified by flash chromatography (hexane/ethyl acetate 15:1) to g... Starting materials: FC1=CC=C(C=C1)C1=NOC(=C1CO)C ([3-(4-fluoro-phenyl)-5-methyl-isoxazol-4-yl]-methanol), ClC1=NC=C(C(=O)OC)C=C1 (methyl 6-chloronicotinate), [Cl-].[Na+] (sodium chloride), [H-].[Na+] (sodium hydride). Run in C1CCOC1 (THF), C1CCOC1 (THF), C1CCOC1 (THF). Conditions: time 8 hour. Product: COC(C1=CN=C(C=C1)OCC=1C(=NOC1C)C1=CC=C(C=C1)F)=O (6-[3-(4-Fluoro-phenyl)-5-methyl-isoxazol-4-ylmethoxy]-nicotinic acid methyl ester). Yield: 43.0%. RXN SMILES: [H-].[Na+].[F:3][C:4]1[CH:9]=[CH:8][C:7]([C:10]2[C:14]([CH2:15][OH:16])=[C:13]([CH3:17])[O:12][N:11]=2)=[CH:6][CH:5]=1.Cl[C:19]1[CH:28]=[CH:27][C:22]([C:23]([O:25][CH3:26])=[O:24])=[CH:21][N:20]=1.[Cl-].[Na+]>C1COCC1>[CH3:26][O:25][C:23](=[O:24])[C:22]1[CH:27]=[CH:28][C:19]([O:16][CH2:15][C:14]2[C:10]([C:7]3[CH:6]=[CH:5][C:4]([F:3])=[CH:9][CH:8]=3)=[N:11][O:12][C:13]=2[CH3:17])=[N:20][CH:21]=1 |f:0.1,4.5|. Procedure: To a suspension of sodium hydride (55% dispersion in mineral oil, 852 mg, 20 mmol) in THF (27 mL) was added a solution of [3-(4-fluoro-phenyl)-5-methyl-isoxazol-4-yl]-methanol (103 mg, 0.55 mmol) (3.68 g, 18 mmol) in THF (54 mL) at 0° C. and the reaction mixture warmed to room temperature over 30 min. Then a solution of methyl 6-chloronicotinate (3.35 g, 20 mmol) in THF (1.5 mL) was added dropwise at 0° C. and the reaction mixture was stirred at room temperature overnight. The reaction mixture w... The reactants are Cc1ccc(S(=O)(=O)OCC2C=CC(COC(c3ccccc3)(c3ccccc3)c3ccccc3)C2)cc1, CN(C)C=O, N#C[Na]. Yields the product N#CCC1C=CC(COC(c2ccccc2)(c2ccccc2)c2ccccc2)C1. RXN SMILES: [C:1]([c:2]1[cH:3][cH:4][cH:5][cH:6][cH:7]1)([c:8]1[cH:9][cH:10][cH:11][cH:12][cH:13]1)([c:14]1[cH:15][cH:16][cH:17][cH:18][cH:19]1)[O:20][CH2:21][CH:22]1[CH:23]=[CH:24][CH:25]([CH2:27][O:28][S:29]([c:30]2[cH:31][cH:32][c:33]([CH3:34])[cH:35][cH:36]2)(=[O:37])=[O:38])[CH2:26]1.[CH3:42][N:43]([CH3:44])[CH:45]=[O:46].[Na:39][C:40]#[N:41]>>[C:1]([c:2]1[cH:3][cH:4][cH:5][cH:6][cH:7]1)([c:8]1[cH:9][cH:10][cH:11][cH:12][cH:13]1)([c:14]1[cH:15][cH:16][cH:17][cH:18][cH:19]1)[O:20][CH2:21][CH:22]1[CH:23]=[CH:24][CH:25]([CH2:27][C:40]#[N:41])[CH2:26]1. The reactants are O1CCC(CC1)=O (tetrahydro-4H-pyran-4-one), CC1=C(C=O)C=C(C(=C1)OC)C (2,5-dimethyl-p-anisaldehyde). Solvent: CCO (EtOH), Cl (HCl). Conditions: time 24 hour. Yields the product COC1=CC(=C(C=C1C)C=C1COCC(C1=O)=CC1=C(C=C(C(=C1)C)OC)C)C (Tetrahydro-3,5-bis[(4-methoxy-2,5-dimethylphenyl)methylene]-4H-pyran-4-one). The yield is 38.9%. Reaction SMILES: [O:1]1[CH2:6][CH2:5][C:4](=[O:7])[CH2:3][CH2:2]1.[CH3:8][C:9]1[CH:16]=[C:15]([O:17][CH3:18])[C:14]([CH3:19])=[CH:13][C:10]=1[CH:11]=O>CCO.Cl>[CH3:18][O:17][C:15]1[C:14]([CH3:19])=[CH:13][C:10]([CH:11]=[C:3]2[C:4](=[O:7])[C:5](=[CH:11][C:10]3[CH:13]=[C:14]([CH3:19])[C:15]([O:17][CH3:18])=[CH:16][C:9]=3[CH3:8])[CH2:6][O:1][CH2:2]2)=[C:9]([CH3:8])[CH:16]=1. Procedure details: A solution of 7.0 g (0.07 mole) of tetrahydro-4H-pyran-4-one and 25.2 g (0.15 mole) of 2,5-dimethyl-p-anisaldehyde in 75 ml of EtOH and 10 ml of concentrated HCl is stirred and heated at reflux for 3 hours. The resulting mixture is kept at room temperature for 24 hours, yielding 10.7 g (39%) of yellow solid, m.p. 182°-184°.